This data is from the Open Reaction Database (ORD), a public repository of structured organic reaction records. The task is: describe an organic reaction: reactants, conditions, products, and yield Reactants: S(=O)(=O)(O)C(C(=O)O)C1=CC=C(C=C1)O (α-Sulfo-4-hydroxybenzeneacetic acid), ClC(Cl)OC(Cl)Cl (dichloromethyl ether). Solvent: S(O)(O)(=O)=O (sulfuric acid). Product: S(=O)(=O)(O)C(C(=O)O)C1=CC(=C(C=C1)O)CCl (α-sulfo-3-(chloromethyl)-4-hydroxybenzeneacetic acid). As a reaction SMILES: [S:1]([CH:5]([C:9]1[CH:14]=[CH:13][C:12]([OH:15])=[CH:11][CH:10]=1)[C:6]([OH:8])=[O:7])([OH:4])(=[O:3])=[O:2].[Cl:16][CH:17](OC(Cl)Cl)Cl>S(=O)(=O)(O)O>[S:1]([CH:5]([C:9]1[CH:14]=[CH:13][C:12]([OH:15])=[C:11]([CH2:17][Cl:16])[CH:10]=1)[C:6]([OH:8])=[O:7])([OH:4])(=[O:3])=[O:2]. Reported procedure: α-Sulfo-4-hydroxybenzeneacetic acid, 0.3 mole, is dissolved in aqueous sulfuric acid (50%). One equivalent of dichloromethyl ether is added to the solution maintained at between 35° to 45° C. Hydrogen chloride is then bubbled through this reaction mixture for 3 hours. The desired compound is recovered by pouring the reaction mixture into water and extracting the title compound with ethyl acetate. The ethyl acetate is dried over magnesium sulfate. The magnesium sulfate is removed by filtration an... The reactants are C[Si](C)(C)CCOCn1c(-c2ccc(OCc3ccccc3)cc2)cc2c(Cl)ncnc21, CS(C)=O, [H-], Nc1ccc(O)cc1Cl, [Na+], O. Product: C[Si](C)(C)CCOCn1c(-c2ccc(OCc3ccccc3)cc2)cc2c(Oc3ccc(N)c(Cl)c3)ncnc21. Reaction SMILES: [CH2:5]([c:6]1[cH:7][cH:8][cH:9][cH:10][cH:11]1)[O:12][c:13]1[cH:14][cH:15][c:16](-[c:19]2[cH:20][c:21]3[c:22]([n:23][cH:24][n:25][c:26]3[Cl:27])[n:28]2[CH2:29][O:30][CH2:31][CH2:32][Si:33]([CH3:34])([CH3:35])[CH3:36])[cH:17][cH:18]1.[CH3:1][S:2]([CH3:3])=[O:4].[H-:37].[NH2:39][c:40]1[c:41]([Cl:47])[cH:42][c:43]([OH:46])[cH:44][cH:45]1.[Na+:38].[OH2:48]>>[CH2:5]([c:6]1[cH:7][cH:8][cH:9][cH:10][cH:11]1)[O:12][c:13]1[cH:14][cH:15][c:16](-[c:19]2[cH:20][c:21]3[c:22]([n:23][cH:24][n:25][c:26]3[O:46][c:43]3[cH:42][c:41]([Cl:47])[c:40]([NH2:39])[cH:45][cH:44]3)[n:28]2[CH2:29][O:30][CH2:31][CH2:32][Si:33]([CH3:34])([CH3:35])[CH3:36])[cH:17][cH:18]1. Run in C(C)O (ethanol). Procedure: 4-Propionylspiro[cyclohexane-1,1'-indan]-3,5-dione (0.54 g), ethoxyamine hydrochloride (1.3 equiv), anhydrous sodium acetate (1.3 equiv) and absolute ethanol (20 ml) were stirred at room temperature for 3 hr. The mixture was poured into a very dilute aqueous hydrochloric acid solution which was then immediately extracted with diethyl ether. The dried (MgSO4) organic fraction was evaporated to give 4-[1-(ethoxyimino)propyl]spiro[cyclohexane-1,1'indan]-3,5-dione (5) as a pale yellow oil. Pmr spect... The reactants are Cl (hydrochloric acid), C(CC)(=O)C1C(CC2(CCC3=CC=CC=C23)CC1=O)=O (4-Propionylspiro[cyclohexane-1,1'-indan]-3,5-dione), Cl.C(C)ON (ethoxyamine hydrochloride), C(C)(=O)[O-].[Na+] (sodium acetate). Yields the product C(C)ON=C(CC)C1C(CC2(CCC3=CC=CC=C23)CC1=O)=O (4-[1-(ethoxyimino)propyl]spiro[cyclohexane-1,1'indan]-3,5-dione). As a reaction SMILES: [C:1]([CH:5]1[C:18](=[O:19])[CH2:17][C:8]2([C:16]3[C:11](=[CH:12][CH:13]=[CH:14][CH:15]=3)[CH2:10][CH2:9]2)[CH2:7][C:6]1=[O:20])(=O)[CH2:2][CH3:3].Cl.[CH2:22]([O:24][NH2:25])[CH3:23].C([O-])(=O)C.[Na+].Cl>C(O)C>[CH2:22]([O:24][N:25]=[C:1]([CH:5]1[C:18](=[O:19])[CH2:17][C:8]2([C:16]3[C:11](=[CH:12][CH:13]=[CH:14][CH:15]=3)[CH2:10][CH2:9]2)[CH2:7][C:6]1=[O:20])[CH2:2][CH3:3])[CH3:23] |f:1.2,3.4|. Starting materials: CS(=O)(=O)C1=CC=C(C=C1)O (4-methanesulfonyl-phenol), C(Cl)C1CO1 (epichlorohydrin). Product: CS(=O)(=O)C1=CC=C(OCC2OC2)C=C1 (2-(4-Methanesulfonyl-phenoxymethyl)-oxirane). Reaction SMILES: [CH3:1][S:2]([C:5]1[CH:10]=[CH:9][C:8]([OH:11])=[CH:7][CH:6]=1)(=[O:4])=[O:3].[CH2:12]([CH:14]1[O:16][CH2:15]1)Cl>>[CH3:1][S:2]([C:5]1[CH:10]=[CH:9][C:8]([O:11][CH2:12][CH:14]2[CH2:15][O:16]2)=[CH:7][CH:6]=1)(=[O:3])=[O:4]. Procedure details: The title compound was prepared from 4-methanesulfonyl-phenol and epichlorohydrin employing the procedures as set forth in Step 1 of Example 2. The reactants are C(C)OC(=O)C1=CC=C(OC2=NC=CC=C2)C=C1 (2-(4-Ethoxycarbonylphenoxy)pyridine), aqueous solution, [OH-].[Na+] (sodium hydroxide). The solvent is C(C)O (ethanol). Conditions: time 3 hour. Product: N1=C(C=CC=C1)OC1=CC=C(C(=O)O)C=C1 (4-(2-Pyridyloxy)benzoic Acid). Yield: 96.3%. RXN SMILES: C([O:3][C:4]([C:6]1[CH:18]=[CH:17][C:9]([O:10][C:11]2[CH:16]=[CH:15][CH:14]=[CH:13][N:12]=2)=[CH:8][CH:7]=1)=[O:5])C.[OH-].[Na+]>C(O)C>[N:12]1[CH:13]=[CH:14][CH:15]=[CH:16][C:11]=1[O:10][C:9]1[CH:17]=[CH:18][C:6]([C:4]([OH:5])=[O:3])=[CH:7][CH:8]=1 |f:1.2|. Procedure details: 2-(4-Ethoxycarbonylphenoxy)pyridine (2.43 g, 9.99 mmol), 90 mL of ethanol and 50 mL of 1 mol/L aqueous solution of sodium hydroxide were mixed and the mixture was stirred for 3 hours at room temperature. The reaction mixture was concentrated and the residue was brought to pH3 to 4 with dilute hydrochloric acid. The precipitates produced were filtered, washed with water, and then dried to obtain 2.07 g (96%) of the title compound as colorless powder. Starting materials: COC(=O)C1CC(S(=O)(=O)CC2CC2)CN1c1cc(C)nn1C1CCC1, [Li+], [OH-]. The product is Cc1cc(N2CC(S(=O)(=O)CC3CC3)CC2C(=O)O)n(C2CCC2)n1. RXN SMILES: [CH3:1][O:2][C:3](=[O:4])[CH:5]1[N:6]([c:17]2[n:18]([CH:23]3[CH2:24][CH2:25][CH2:26]3)[n:19][c:20]([CH3:22])[cH:21]2)[CH2:7][CH:8]([S:10](=[O:11])(=[O:12])[CH2:13][CH:14]2[CH2:15][CH2:16]2)[CH2:9]1.[Li+:27].[OH-:28]>>[O:2]=[C:3]([OH:4])[CH:5]1[N:6]([c:17]2[n:18]([CH:23]3[CH2:24][CH2:25][CH2:26]3)[n:19][c:20]([CH3:22])[cH:21]2)[CH2:7][CH:8]([S:10](=[O:11])(=[O:12])[CH2:13][CH:14]2[CH2:15][CH2:16]2)[CH2:9]1. Starting materials: ClC1=CC=C(CNC(=O)C=2C(C3=C(N(C2)C)SC(=C3)CN3CCOCC3)=O)C=C1 (N-(4-chlorobenzyl)-7-methyl-2-(4-morpholinylmethyl)-4-oxo-4,7-dihydrothieno[2,3-b]pyridine-5-carboxamide). Run in Cl (HCl). Yields the product Cl.ClC1=CC=C(CNC(=O)C=2C(C3=C(N(C2)C)SC(=C3)CN3CCOCC3)=O)C=C1 (N-(4-Chlorobenzyl)-7-methyl-2-(4-morpholinylmethyl)-4-oxo-4,7-dihydrothieno[2,3-b]pyridine-5-carboxamide hydrochloride). Isolated yield 179.3%. Reaction SMILES: [Cl:1][C:2]1[CH:29]=[CH:28][C:5]([CH2:6][NH:7][C:8]([C:10]2[C:11](=[O:27])[C:12]3[CH:19]=[C:18]([CH2:20][N:21]4[CH2:26][CH2:25][O:24][CH2:23][CH2:22]4)[S:17][C:13]=3[N:14]([CH3:16])[CH:15]=2)=[O:9])=[CH:4][CH:3]=1>Cl>[ClH:1].[Cl:1][C:2]1[CH:3]=[CH:4][C:5]([CH2:6][NH:7][C:8]([C:10]2[C:11](=[O:27])[C:12]3[CH:19]=[C:18]([CH2:20][N:21]4[CH2:22][CH2:23][O:24][CH2:25][CH2:26]4)[S:17][C:13]=3[N:14]([CH3:16])[CH:15]=2)=[O:9])=[CH:28][CH:29]=1 |f:2.3|. Procedure: N-(4-chlorobenzyl)-7-methyl-2-(4-morpholinylmethyl)-4-oxo-4,7-dihydrothieno[2,3-b]pyridine-5-carboxamide (1.50 g) from Example No. 36 is dissolved in methanolic HCl (50 mL) and concentrated in vacuo. The resulting off-white solid is recrystallized from methanol/ethanol to yield 1.458 g (90%) of the title compound as a white solid. Starting materials: FC=1C=C(C(=C(C1)O)[N+](=O)[O-])OC (5-fluoro-3-methoxy-2-nitrophenol), C(C1=CC=CC=C1)Br (benzyl bromide), C([O-])([O-])=O.[K+].[K+] (potassium carbonate). Run in O (water), CN(C)C=O (DMF). Product: FC=1C=C(C(=C(C1)OCC1=CC=CC=C1)[N+](=O)[O-])OC (benzyl 5-fluoro-3-methoxy-2-nitrophenyl ether). Yield: 100.0%. RXN SMILES: [F:1][C:2]1[CH:3]=[C:4]([O:12][CH3:13])[C:5]([N+:9]([O-:11])=[O:10])=[C:6]([OH:8])[CH:7]=1.[CH2:14](Br)[C:15]1[CH:20]=[CH:19][CH:18]=[CH:17][CH:16]=1.C(=O)([O-])[O-].[K+].[K+]>CN(C=O)C.O>[F:1][C:2]1[CH:3]=[C:4]([O:12][CH3:13])[C:5]([N+:9]([O-:11])=[O:10])=[C:6]([O:8][CH2:14][C:15]2[CH:20]=[CH:19][CH:18]=[CH:17][CH:16]=2)[CH:7]=1 |f:2.3.4|. Procedure details: In DMF (20 ml), 5-fluoro-3-methoxy-2-nitrophenol (4.14 g, 22.1 mmol), benzyl bromide (3.2 ml, 26.5 mmol) and potassium carbonate (4.58 g, 33.2 mmol) were stirred at 70° C. for 5 hours. The reaction mixture was poured in water (200 ml), followed by extraction with ethyl acetate (300 ml). The extract was washed with saturated brine (200 ml), dried over anhydrous magnesium sulfate and distilled under reduced pressure to remove the solvent. The residue was purified by chromatography on a silica gel ...